Task: describe an organic reaction: reactants, conditions, products, and yield. Dataset: the Open Reaction Database (ORD), a public repository of structured organic reaction records The reactants are CCN(C(C)C)C(C)C, Fc1ccccc1N1CCNCC1, Cc1ccc(-c2cc(CCC=O)nn2-c2ccccc2)cc1. The product is Cc1ccc(-c2cc(CCCN3CCN(c4ccccc4F)CC3)nn2-c2ccccc2)cc1. RXN SMILES: [CH:36]([N:37]([CH2:38][CH3:39])[CH:40]([CH3:41])[CH3:42])([CH3:43])[CH3:44].[F:23][c:24]1[c:25]([N:30]2[CH2:31][CH2:32][NH:33][CH2:34][CH2:35]2)[cH:26][cH:27][cH:28][cH:29]1.[c:1]1(-[n:7]2[n:8][c:9]([CH2:19][CH2:20][CH:21]=[O:22])[cH:10][c:11]2-[c:12]2[cH:13][cH:14][c:15]([CH3:18])[cH:16][cH:17]2)[cH:2][cH:3][cH:4][cH:5][cH:6]1>>[c:1]1(-[n:7]2[n:8][c:9]([CH2:19][CH2:20][CH2:21][N:33]3[CH2:32][CH2:31][N:30]([c:25]4[c:24]([F:23])[cH:29][cH:28][cH:27][cH:26]4)[CH2:35][CH2:34]3)[cH:10][c:11]2-[c:12]2[cH:13][cH:14][c:15]([CH3:18])[cH:16][cH:17]2)[cH:2][cH:3][cH:4][cH:5][cH:6]1. Yield: 80.0%. Starting materials: NC1=C(C=CC2=C(C=CC=C12)Br)[N+](=O)[O-] (1-amino-5-bromo-2-nitronaphthalene), cuprous cyanide, C(CN)N (ethylenediamine). Conditions: time 15 minute. The product is NC1=C(C=CC2=C(C=CC=C12)C#N)[N+](=O)[O-] (1-amino-5-cyano-2-nitronaphthalene). Run in CN(C=O)C (dimethylformamide), O (water). As a reaction SMILES: [NH2:1][C:2]1[C:11]2[C:6](=[C:7](Br)[CH:8]=[CH:9][CH:10]=2)[CH:5]=[CH:4][C:3]=1[N+:13]([O-:15])=[O:14].C(N)[CH2:17][NH2:18]>CN(C)C=O.O>[NH2:1][C:2]1[C:11]2[C:6](=[C:7]([C:17]#[N:18])[CH:8]=[CH:9][CH:10]=2)[CH:5]=[CH:4][C:3]=1[N+:13]([O-:15])=[O:14]. Procedure details: To a solution of 1,6 g (5,9 mmol) 1-amino-5-bromo-2-nitronaphthalene in 50 ml dimethylformamide was added 1,1 g (11,8 mmol) cuprous cyanide. The reaction mixture was refluxed for 5 h, and then poured into a solution of 2,5 ml ethylenediamine in 80 ml water. Stirring was continued for 15 min., and then the precipitate was filtered off and washed with water and boiling ethyl acetate to give 1,0 g (80%) 1-amino-5-cyano-2-nitronaphthalene. The reactants are [I-].[Na+] (sodium iodide), C([O-])([O-])=O.[Na+].[Na+] (sodium carbonate), ClC=1C=C2C(=CNC2=CC1)CCNC(C1=CC=C(C=C1)CCl)=O (N-(2-(5-chloro-1H-indol-3-yl)ethyl)-4-(chloromethyl)benzamide), ClC=1C=C(C=CC1)B(O)O (3-chlorophenylboronic acid). Reagents/catalysts: C=1C=CC(=CC1)[P](C=2C=CC=CC2)(C=3C=CC=CC3)[Pd]([P](C=4C=CC=CC4)(C=5C=CC=CC5)C=6C=CC=CC6)([P](C=7C=CC=CC7)(C=8C=CC=CC8)C=9C=CC=CC9)[P](C=1C=CC=CC1)(C=1C=CC=CC1)C=1C=CC=CC1 (tetrakis(triphenylphosphine)palladium(0)). The solvent is O (water), C(OC)COC (dimethoxyethane). Yields the product eluent, ClC=1C=C2C(=CNC2=CC1)CCNC(C1=CC=C(C=C1)CC1=CC(=CC=C1)Cl)=O (N-(2-(5-Chloro-1H-indol-3-yl)ethyl)-4-(3-chlorobenzyl)benzamide). Yield: 43.7%. As a reaction SMILES: [Cl:1][C:2]1[CH:3]=[C:4]2[C:8](=[CH:9][CH:10]=1)[NH:7][CH:6]=[C:5]2[CH2:11][CH2:12][NH:13][C:14](=[O:23])[C:15]1[CH:20]=[CH:19][C:18]([CH2:21]Cl)=[CH:17][CH:16]=1.[Cl:24][C:25]1[CH:26]=[C:27](B(O)O)[CH:28]=[CH:29][CH:30]=1.C(=O)([O-])[O-].[Na+].[Na+].[I-].[Na+]>C(COC)OC.O.C1C=CC([P]([Pd]([P](C2C=CC=CC=2)(C2C=CC=CC=2)C2C=CC=CC=2)([P](C2C=CC=CC=2)(C2C=CC=CC=2)C2C=CC=CC=2)[P](C2C=CC=CC=2)(C2C=CC=CC=2)C2C=CC=CC=2)(C2C=CC=CC=2)C2C=CC=CC=2)=CC=1>[Cl:1][C:2]1[CH:3]=[C:4]2[C:8](=[CH:9][CH:10]=1)[NH:7][CH:6]=[C:5]2[CH2:11][CH2:12][NH:13][C:14](=[O:23])[C:15]1[CH:20]=[CH:19][C:18]([CH2:21][C:29]2[CH:28]=[CH:27][CH:26]=[C:25]([Cl:24])[CH:30]=2)=[CH:17][CH:16]=1 |f:2.3.4,5.6,^1:52,54,73,92|. Procedure details: N-(2-(5-Chloro-1H-indol-3-yl)ethyl)-4-(3-chlorobenzyl)benzamide was prepared according to method B with N-(2-(5-chloro-1H-indol-3-yl)ethyl)-4-(chloromethyl)benzamide (0.060 g; 0.173 mmol), 3-chlorophenylboronic acid (0.028 g; 0.181 mmol), tetrakis(triphenylphosphine)palladium(0) (0.010 g; 0.009 mmol), sodium carbonate (0.037 g; 0.345 mmol), sodium iodide (0.052 g; 0.345 mmol), in dimethoxyethane (3 mL) and water (1 mL), heated in a sealed tube at 130° C. for 18 hours. Flash chromatography on sil... Starting materials: COc1cc2c(cc1OC)C(NC(=O)Nc1cccc3[nH]ncc13)CC2, CC(=O)Cl, CCOC(C)=O, c1ccncc1. The product is COc1cc2c(cc1OC)C(NC(=O)Nc1cccc3c1cnn3C(C)=O)CC2. RXN SMILES: [CH3:1][O:2][c:3]1[cH:4][c:5]2[c:9]([cH:10][c:11]1[O:12][CH3:13])[CH:8]([NH:14][C:15](=[O:16])[NH:17][c:18]1[c:19]3[cH:20][n:21][nH:22][c:23]3[cH:24][cH:25][cH:26]1)[CH2:7][CH2:6]2.[CH3:27][C:28]([Cl:29])=[O:30].[CH3:31][CH2:32][O:33][C:34](=[O:35])[CH3:36].[cH:37]1[cH:38][cH:39][n:40][cH:41][cH:42]1>>[CH3:1][O:2][c:3]1[cH:4][c:5]2[c:9]([cH:10][c:11]1[O:12][CH3:13])[CH:8]([NH:14][C:15](=[O:16])[NH:17][c:18]1[c:19]3[cH:20][n:21][n:22]([C:28]([CH3:27])=[O:30])[c:23]3[cH:24][cH:25][cH:26]1)[CH2:7][CH2:6]2.